This data is from the Open Reaction Database (ORD), a public repository of structured organic reaction records. The task is: describe an organic reaction: reactants, conditions, products, and yield The reactants are ClC=1C=C(C=CC1)C1=C(C(N(C2=NC(=CC=C12)C)CC)=O)CCC(=O)O (3-[4-(3-chlorophenyl)-1-ethyl-7-methyl-2-oxo-1,2-dihydro-1,8-naphthyridin-3-yl]propanoic acid), S(O)(O)(=O)=O (sulfuric acid), C([O-])(O)=O.[Na+] (sodium bicarbonate). Solvent: CO (methanol). Yields the product ClC=1C=C(C=CC1)C1=C(C(N(C2=NC(=CC=C12)C)CC)=O)CCCO (4-(3-chlorophenyl)-1-ethyl-3-(3-hydroxypropyl)-7-methyl-1,8-naphthyridin-2(1H)-one). Isolated yield 51.6%. RXN SMILES: [Cl:1][C:2]1[CH:3]=[C:4]([C:8]2[C:17]3[C:12](=[N:13][C:14]([CH3:18])=[CH:15][CH:16]=3)[N:11]([CH2:19][CH3:20])[C:10](=[O:21])[C:9]=2[CH2:22][CH2:23][C:24](O)=[O:25])[CH:5]=[CH:6][CH:7]=1.S(=O)(=O)(O)O.C(=O)(O)[O-].[Na+]>CO>[Cl:1][C:2]1[CH:3]=[C:4]([C:8]2[C:17]3[C:12](=[N:13][C:14]([CH3:18])=[CH:15][CH:16]=3)[N:11]([CH2:19][CH3:20])[C:10](=[O:21])[C:9]=2[CH2:22][CH2:23][CH2:24][OH:25])[CH:5]=[CH:6][CH:7]=1 |f:2.3|. Procedure details: A mixture of 1.00 g of 3-[4-(3-chlorophenyl)-1-ethyl-7-methyl-2-oxo-1,2-dihydro-1,8-naphthyridin-3-yl]propanoic acid, 20 ml of methanol and 0.5 ml of concentrated sulfuric acid was heated under reflux for a whole day and night. After cooling to room temperature, saturated sodium bicarbonate aqueous solution was added thereto and the whole was extracted with ethyl acetate. The organic layer was washed with water and saturated brine and then the solvent was evaporated. The residue was purified by ... Starting materials: C(C1=CC=CC=C1)(=O)SC(CC(=O)NC)C(C(=O)OC(C)(C)C)CC(C)C (2-(1-Benzoylmercapto-2-[methylaminocarbonyl]ethyl)-4-methylpentanoic acid, tert-butyl ester). Run in FC(C(=O)O)(F)F (trifluoroacetic acid). The product is C(C1=CC=CC=C1)(=O)SC(CC(=O)NC)C(C(=O)O)CC(C)C (2-(1-benzoylmercapto-2-[methylaminocarbonyl]ethyl)-4-methylpentanoic acid). Reaction SMILES: [C:1]([S:9][CH:10]([CH:16]([CH2:24][CH:25]([CH3:27])[CH3:26])[C:17]([O:19]C(C)(C)C)=[O:18])[CH2:11][C:12]([NH:14][CH3:15])=[O:13])(=[O:8])[C:2]1[CH:7]=[CH:6][CH:5]=[CH:4][CH:3]=1>FC(F)(F)C(O)=O>[C:1]([S:9][CH:10]([CH:16]([CH2:24][CH:25]([CH3:27])[CH3:26])[C:17]([OH:19])=[O:18])[CH2:11][C:12]([NH:14][CH3:15])=[O:13])(=[O:8])[C:2]1[CH:3]=[CH:4][CH:5]=[CH:6][CH:7]=1. Procedure: 2-(1-Benzoylmercapto-2-[methylaminocarbonyl]ethyl)-4-methylpentanoic acid, tert-butyl ester (D11; 0.5 g) was treated with trifluoroacetic acid (10 ml) at 0° C. for 2 h and evaporated to dryness in vacuo to give 2-(1-benzoylmercapto-2-[methylaminocarbonyl]ethyl)-4-methylpentanoic acid. Reactants: CO, CCOCC, [Li+], [OH-], O, COC(=O)c1nc(-c2ccc3c(c2)N(C(=O)Nc2nc4ccccc4s2)CCC3)ccc1OCCOc1ccccc1. Product: O=C(O)c1nc(-c2ccc3c(c2)N(C(=O)Nc2nc4ccccc4s2)CCC3)ccc1OCCOc1ccccc1. RXN SMILES: [CH3:46][OH:47].[CH3:48][CH2:49][O:50][CH2:51][CH3:52].[Li+:44].[OH-:43].[OH2:45].[s:1]1[c:2]([NH:10][C:11](=[O:12])[N:13]2[CH2:14][CH2:15][CH2:16][c:17]3[cH:18][cH:19][c:20](-[c:23]4[cH:24][cH:25][c:26]([O:33][CH2:34][CH2:35][O:36][c:37]5[cH:38][cH:39][cH:40][cH:41][cH:42]5)[c:27]([C:29](=[O:30])[O:31][CH3:32])[n:28]4)[cH:21][c:22]32)[n:3][c:4]2[c:5]1[cH:6][cH:7][cH:8][cH:9]2>>[s:1]1[c:2]([NH:10][C:11](=[O:12])[N:13]2[CH2:14][CH2:15][CH2:16][c:17]3[cH:18][cH:19][c:20](-[c:23]4[cH:24][cH:25][c:26]([O:33][CH2:34][CH2:35][O:36][c:37]5[cH:38][cH:39][cH:40][cH:41][cH:42]5)[c:27]([C:29](=[O:30])[OH:31])[n:28]4)[cH:21][c:22]32)[n:3][c:4]2[c:5]1[cH:6][cH:7][cH:8][cH:9]2. Reactants: CCOC(=O)c1c(-c2cccs2)c2cc(Cl)ccc2n1Cc1ccc(Cl)cc1, C1CCOC1. Yields the product O=C(O)c1c(-c2cccs2)c2cc(Cl)ccc2n1Cc1ccc(Cl)cc1. Reaction SMILES: [Cl:1][c:2]1[cH:3][cH:4][c:5]([CH2:6][n:7]2[c:8]([C:22](=[O:23])[O:24][CH2:25][CH3:26])[c:9](-[c:17]3[s:18][cH:19][cH:20][cH:21]3)[c:10]3[cH:11][c:12]([Cl:16])[cH:13][cH:14][c:15]23)[cH:27][cH:28]1.[O:29]1[CH2:30][CH2:31][CH2:32][CH2:33]1>>[Cl:1][c:2]1[cH:3][cH:4][c:5]([CH2:6][n:7]2[c:8]([C:22](=[O:23])[OH:24])[c:9](-[c:17]3[s:18][cH:19][cH:20][cH:21]3)[c:10]3[cH:11][c:12]([Cl:16])[cH:13][cH:14][c:15]23)[cH:27][cH:28]1. The reactants are C(C1=CC=CC=C1)N1C(CN(CC1)CC1=CC=CC=C1)CO (1,4-dibenzyl-2-hydroxymethylpiperazine), N1C=NC=C1 (imidazole), C(C)(C)(C)[Si](C1=CC=CC=C1)(C1=CC=CC=C1)Cl (tert-butylchlorodiphenylsilane). Solvent: CN(C=O)C (N,N-dimethylformamide). Conditions: time 14.5 hour. Product: [Si](C1=CC=CC=C1)(C1=CC=CC=C1)(C(C)(C)C)OCC1N(CCN(C1)CC1=CC=CC=C1)CC1=CC=CC=C1 (2-(tert-Butyldiphenylsilyloxy)methyl-1,4-dibenzylpiperazine). Reaction SMILES: [CH2:1]([N:8]1[CH2:13][CH2:12][N:11]([CH2:14][C:15]2[CH:20]=[CH:19][CH:18]=[CH:17][CH:16]=2)[CH2:10][CH:9]1[CH2:21][OH:22])[C:2]1[CH:7]=[CH:6][CH:5]=[CH:4][CH:3]=1.N1C=CN=C1.[C:28]([Si:32](Cl)([C:39]1[CH:44]=[CH:43][CH:42]=[CH:41][CH:40]=1)[C:33]1[CH:38]=[CH:37][CH:36]=[CH:35][CH:34]=1)([CH3:31])([CH3:30])[CH3:29]>CN(C)C=O>[Si:32]([O:22][CH2:21][CH:9]1[CH2:10][N:11]([CH2:14][C:15]2[CH:20]=[CH:19][CH:18]=[CH:17][CH:16]=2)[CH2:12][CH2:13][N:8]1[CH2:1][C:2]1[CH:3]=[CH:4][CH:5]=[CH:6][CH:7]=1)([C:28]([CH3:31])([CH3:30])[CH3:29])([C:39]1[CH:40]=[CH:41][CH:42]=[CH:43][CH:44]=1)[C:33]1[CH:38]=[CH:37][CH:36]=[CH:35][CH:34]=1. Procedure details: In N,N-dimethylformamide (20 ml) were dissolved 1,4-dibenzyl-2-hydroxymethylpiperazine (1.11 g) and imidazole (347 mg). Under ice cooling, tert-butylchlorodiphenylsilane (1.17 ml, 1.24 g) was added to the reaction mixture, followed by stirring at room temperature for 14.5 hours. The solvent was distilled off under reduced pressure. The residue was extracted with ethyl acetate and a saturated aqueous solution of sodium bicarbonate. The organic layer was then washed with saturated aqueous NaCl sol...